From a dataset of the Open Reaction Database (ORD), a public repository of structured organic reaction records. describe an organic reaction: reactants, conditions, products, and yield Reactants: C(C)(=O)[O-].O1C(COC2=C1C=CC=C2)CC2=[NH+]C=CN2 (2-(1,4-benzodioxan-2-ylmethyl)imidazolium acetate), S(O)(O)(=O)=O (sulfuric acid). Product: S(O)(O)(=O)=O.O1C(COC2=C1C=CC=C2)CC=2NC=CN2 (2-(1,4-benzodioxan-2-ylmethyl)imidazole bisulfate). RXN SMILES: C([O-])(=O)C.[O:5]1[C:10]2[CH:11]=[CH:12][CH:13]=[CH:14][C:9]=2[O:8][CH2:7][CH:6]1[CH2:15][C:16]1[NH:20][CH:19]=[CH:18][NH+:17]=1.[S:21](=[O:25])(=[O:24])([OH:23])[OH:22]>>[S:21](=[O:23])(=[O:22])([OH:25])[OH:24].[O:5]1[C:10]2[CH:11]=[CH:12][CH:13]=[CH:14][C:9]=2[O:8][CH2:7][CH:6]1[CH2:15][C:16]1[NH:20][CH:19]=[CH:18][N:17]=1 |f:0.1,3.4|. Reported procedure: 2-(1,4-benzodioxan-2-ylmethyl)imidazolium acetate (1.0 g) is dissolved in 50 ml 50% aqueous sulfuric acid, and the solution evaporated to dryness. The product is suspended in ethanol and filtered, air dried and recrystallized from methanol/acetone to yield 2-(1,4-benzodioxan-2-ylmethyl)imidazole bisulfate. Starting materials: OCC=CCO, CCCCCCCI, [Cl-], [NH4+]. Yields the product CCCCCCCOCC=CCO. Reaction SMILES: [CH2:1]([CH:2]=[CH:3][CH2:4][OH:5])[OH:6].[CH2:7]([CH2:8][CH2:9][CH2:10][CH2:11][CH2:12][CH3:13])[I:14].[Cl-:15].[NH4+:16]>>[CH2:1]([CH:2]=[CH:3][CH2:4][O:5][CH2:7][CH2:8][CH2:9][CH2:10][CH2:11][CH2:12][CH3:13])[OH:6].